Dataset: the Open Reaction Database (ORD), a public repository of structured organic reaction records. Task: describe an organic reaction: reactants, conditions, products, and yield Starting materials: C(C)(C)(C)O (t-butyl alcohol), N (ammonia), C(C)(C)(C)OC(=O)N1CC2=CC(=CC=C2C[C@H]1CO)O ((S)-2-t-butoxycarbonyl-1,2,3,4-tetrahydro-3-hydroxymethyl-7-hydroxyisoquinoline), [Li] (lithium), [NH4+].[Cl-] (NH4Cl), N (ammonia). Run in CCOCC (ether). Reaction conditions: time 6 hour. The product is C(C)(C)(C)OC(=O)N1CC2CC(CCC2C[C@H]1CO)O ((S)-2-t-Butoxycarbonyl-3-hydroxymethyl-7-hydroxyoctahydroisoquinoline). As a reaction SMILES: C(O)(C)(C)C.N.[C:7]([O:11][C:12]([N:14]1[C@H:23]([CH2:24][OH:25])[CH2:22][C:21]2[C:16](=[CH:17][C:18]([OH:26])=[CH:19][CH:20]=2)[CH2:15]1)=[O:13])([CH3:10])([CH3:9])[CH3:8].[Li].[NH4+].[Cl-]>CCOCC>[C:7]([O:11][C:12]([N:14]1[C@H:23]([CH2:24][OH:25])[CH2:22][CH:21]2[CH:16]([CH2:17][CH:18]([OH:26])[CH2:19][CH2:20]2)[CH2:15]1)=[O:13])([CH3:10])([CH3:8])[CH3:9] |f:4.5,^1:26|. Procedure: To a solution of t-butyl alcohol (9.1 g, 123 mmol), 50 ml ether, and ammonia (150 mL) is added (S)-2-t-butoxycarbonyl-1,2,3,4-tetrahydro-3-hydroxymethyl-7-hydroxyisoquinoline (5 mmol). The solution is brought to reflux, and lithium shot (0.51 g, 82 mmol) is added over 30 minutes. The solution is allowed to reflux for 3 hours, and solid NH4Cl added until the color disappears. The ammonia is allowed to evaporate overnight, ice-water is added, and the organic layer separated. The aqueous layer is e... Starting materials: CN1CCOCC1 (4-methylmorpholine), ClC1=NC(=C(C2=C1C(N(C2)C(=O)OC(C)(C)C)=O)F)F (tert-butyl 4-chloro-6,7-difluoro-3-oxo-1H-pyrrolo[3,4-c]pyridine-2(3H)-carboxylate), N[C@H]1[C@H](COCC1)NC(OC(C)(C)C)=O (tert-butyl (3R,4R)-4-aminotetrahydro-2H-pyran-3-ylcarbamate), CC(C)O (IPA). The solvent is O (water). Reaction conditions: temperature 60 celsius, time 20 hour. The product is C(C)(C)(C)OC(=O)N[C@H]1COCC[C@H]1NC1=C(C2=C(C(=N1)Cl)C(N(C2)C(=O)OC(C)(C)C)=O)F (tert-Butyl 6-((3R,4R)-3-(tert-butoxycarbonylamino)tetrahydro-2H-pyran-4-ylamino)-4-chloro-7-fluoro-3-oxo-1H-pyrrolo[3,4-c]pyridine-2(3H)-carboxylate). Isolated yield 93.0%. RXN SMILES: [Cl:1][C:2]1[C:7]2[C:8](=[O:18])[N:9]([C:11]([O:13][C:14]([CH3:17])([CH3:16])[CH3:15])=[O:12])[CH2:10][C:6]=2[C:5]([F:19])=[C:4](F)[N:3]=1.[NH2:21][C@@H:22]1[CH2:27][CH2:26][O:25][CH2:24][C@@H:23]1[NH:28][C:29](=[O:35])[O:30][C:31]([CH3:34])([CH3:33])[CH3:32].CC(O)C.CN1CCOCC1>O>[C:31]([O:30][C:29]([NH:28][C@@H:23]1[C@H:22]([NH:21][C:4]2[N:3]=[C:2]([Cl:1])[C:7]3[C:8](=[O:18])[N:9]([C:11]([O:13][C:14]([CH3:17])([CH3:16])[CH3:15])=[O:12])[CH2:10][C:6]=3[C:5]=2[F:19])[CH2:27][CH2:26][O:25][CH2:24]1)=[O:35])([CH3:34])([CH3:32])[CH3:33]. Procedure: To a mixture of tert-butyl 4-chloro-6,7-difluoro-3-oxo-1H-pyrrolo[3,4-c]pyridine-2(3H)-carboxylate (42.5 g, 139 mmol) and tert-butyl (3R,4R)-4-aminotetrahydro-2H-pyran-3-ylcarbamate (36.2 g, 167 mmol) was added IPA (425 mL) followed by 4-methylmorpholine (18.40 mL, 167 mmol). The reaction mixture was stirred at 60° C. for 20 hours under a nitrogen atmosphere. HPLC analysis indicated that the reaction was complete. The reaction mixture was subsequently cooled to room temperature and water (890 mL... The reactants are FC=1C=CC(=C(C1)B(O)O)C(=O)OC (5-Fluoro-2-(methoxycarbonyl)phenylboronic acid), C1(=CC=CC=C1)SN1C(C2=CC=CC=C2C1=O)=O (2-(phenylthio)isoindoline-1,3-dione). The reagents and catalysts are OC1=C(C(=O)O[Cu])C=C(C=C1C(C)C)C(C)C ((2-hydroxy-3,5-diisopropylbenzoyloxy)copper). Solvent: O1CCOCC1 (dioxane). Product: FC1=CC(=C(C(=O)OC)C=C1)SC1=CC=CC=C1 (methyl 4-fluoro-2-(phenylthio)benzoate). RXN SMILES: [F:1][C:2]1[CH:3]=[CH:4][C:5]([C:11]([O:13][CH3:14])=[O:12])=[C:6](B(O)O)[CH:7]=1.[C:15]1([S:21]N2C(=O)C3C(=CC=CC=3)C2=O)[CH:20]=[CH:19][CH:18]=[CH:17][CH:16]=1>O1CCOCC1.OC1C(C(C)C)=CC(C(C)C)=CC=1C(O[Cu])=O>[F:1][C:2]1[CH:3]=[CH:4][C:5]([C:11]([O:13][CH3:14])=[O:12])=[C:6]([S:21][C:15]2[CH:20]=[CH:19][CH:18]=[CH:17][CH:16]=2)[CH:7]=1. Procedure details: 5-Fluoro-2-(methoxycarbonyl)phenylboronic acid (1.00 g), 2-(phenylthio)isoindoline-1,3-dione (0.86 g), and (2-hydroxy-3,5-diisopropylbenzoyloxy)copper (0.29 g) were stirred in dioxane (15 mL) at 50° C. for 24 hours. Starting materials: C(C1=CC=CC=C1)NC1CC2=C(CCC1)C=CC(=C2)OC (N-benzyl-3-methoxy-6,7,8,9-tetrahydro-5H-benzocyclohepten-6-amine), C(=O)[O-].[NH4+] (ammonium formate). The reagents and catalysts are [Pd] (palladium on carbon). Run in C(C)O (ethanol). The product is COC1=CC2=C(CCCC(C2)N)C=C1 (3-methoxy-6,7,8,9-tetrahydro-5H-benzocyclohepten-6-amine). Yield: 76.7%. RXN SMILES: C([NH:8][CH:9]1[CH2:15][CH2:14][CH2:13][C:12]2[CH:16]=[CH:17][C:18]([O:20][CH3:21])=[CH:19][C:11]=2[CH2:10]1)C1C=CC=CC=1.C([O-])=O.[NH4+]>[Pd].C(O)C>[CH3:21][O:20][C:18]1[CH:17]=[CH:16][C:12]2[CH2:13][CH2:14][CH2:15][CH:9]([NH2:8])[CH2:10][C:11]=2[CH:19]=1 |f:1.2|. Procedure: A mixture of N-benzyl-3-methoxy-6,7,8,9-tetrahydro-5H-benzocyclohepten-6-amine (68.7 g), ammonium formate (68.15 g), and 10% palladium on carbon (50% wet; 6.8 g) in ethanol (1.2 l) was refluxed for 1 hour. After cooling, the catalyst was filtered off and the solvent was removed in vacuo. To the residue, water and 28% ammonium hydroxide were added and the whole was extracted with ethyl acetate. The extract was washed with water and brine, dried over anhydrous sodium sulfate and concentrated in va...